This data is from the Open Reaction Database (ORD), a public repository of structured organic reaction records. The task is: describe an organic reaction: reactants, conditions, products, and yield Reactants: CC(=O)C (Acetone), CN(C1=CC=C(C=C1)N)C (N',N'-dimethyl-benzene-1,4-diamine), C(C)(=O)O (acetic acid), C(#N)[BH3-].[Na+] (sodium cyanoborohydride), C1CCOC1 (THF). Run in CO (methanol). Reaction conditions: time 8 hour. Yields the product C(C)(C)NC1=CC=C(C=C1)N(C)C (N-Isopropyl-N',N'-dimethyl-benzene-1,4-diamine). Isolated yield 106.5%. As a reaction SMILES: [CH3:1][C:2]([CH3:4])=O.[CH3:5][N:6]([CH3:14])[C:7]1[CH:12]=[CH:11][C:10]([NH2:13])=[CH:9][CH:8]=1.C(O)(=O)C.C([BH3-])#N.[Na+].C1COCC1>CO>[CH:2]([NH:13][C:10]1[CH:11]=[CH:12][C:7]([N:6]([CH3:14])[CH3:5])=[CH:8][CH:9]=1)([CH3:4])[CH3:1] |f:3.4|. Procedure details: Acetone (30 mL, 408 mmol) is added to a mixture of N',N'-dimethyl-benzene-1,4-diamine (27.2 g, 200 mmol), acetic acid (glacial, 13.8 mL, 241 mmol), methanol (500 mL), and sodium cyanoborohydride in THF (1M, 440 mL, 440 mmol) and allowed to stir overnight under nitrogen. After concentrating in vacuo to a residue, the reaction mixture is partitioned between ethyl acetate and aqueous sodium carbonate. The layers are separated and the aqueous layer is extracted twice with ethyl acetate. The organic ... Product: N1=C(C=CC=C1)C1=CC=C(C=C1)C1=NC2=C(N1)C=CC(=C2)NC(C2=CC=CC=C2)=O (N-(2-(4-(Pyridin-2-yl)phenyl)-1H-benzimidazol-5-yl)benzamide). As a reaction SMILES: [NH2:1][C:2]1[CH:22]=[CH:21][C:5]2[NH:6][C:7]([C:9]3[CH:14]=[CH:13][C:12]([C:15]4[CH:20]=[CH:19][CH:18]=[CH:17][N:16]=4)=[CH:11][CH:10]=3)=[N:8][C:4]=2[CH:3]=1.[C:23]([O-])(=[O:30])[C:24]1[CH:29]=[CH:28][CH:27]=[CH:26][CH:25]=1>>[N:16]1[CH:17]=[CH:18][CH:19]=[CH:20][C:15]=1[C:12]1[CH:13]=[CH:14][C:9]([C:7]2[NH:6][C:5]3[CH:21]=[CH:22][C:2]([NH:1][C:23](=[O:30])[C:24]4[CH:29]=[CH:28][CH:27]=[CH:26][CH:25]=4)=[CH:3][C:4]=3[N:8]=2)=[CH:10][CH:11]=1. Procedure: Compound 479 was prepared from 5-amino-2-(4-(pyridin-2-yl)phenyl)-1H-benzimidazole and benzoate by standard conditions. [M+H]+ calcd for C25H18N4O: 391.16; found: 390.91. Reactants: NC1=CC2=C(NC(=N2)C2=CC=C(C=C2)C2=NC=CC=C2)C=C1 (5-amino-2-(4-(pyridin-2-yl)phenyl)-1H-benzimidazole), C(C1=CC=CC=C1)(=O)[O-] (benzoate).